Dataset: the Open Reaction Database (ORD), a public repository of structured organic reaction records. Task: describe an organic reaction: reactants, conditions, products, and yield Starting materials: CC1=NC2=C(N1C(=O)OC(C)(C)C)C=C(C=C2OCC2=CC=CC=C2)C(=O)OC (1-(1,1-Dimethylethyl) 6-methyl 2-methyl-4-[(phenylmethyl)oxy]-1H-benzimidazole-1,6-dicarboxylate). The reagents and catalysts are [OH-].[Pd+2].[OH-] (palladium hydroxide). The solvent is O1CCCC1 (tetrahydrofuran). Conditions: time 2 hour. Product: OC1=CC(=CC=2N(C(=NC21)C)C(=O)OC(C)(C)C)C(=O)OC (1-(1,1-Dimethylethyl) 6-methyl 4-hydroxy-2-methyl-1H-benzimidazole-1,6-dicarboxylate). Isolated yield 32.3%. Reaction SMILES: [CH3:1][C:2]1[N:6]([C:7]([O:9][C:10]([CH3:13])([CH3:12])[CH3:11])=[O:8])[C:5]2[CH:14]=[C:15]([C:26]([O:28][CH3:29])=[O:27])[CH:16]=[C:17]([O:18]CC3C=CC=CC=3)[C:4]=2[N:3]=1>O1CCCC1.[OH-].[Pd+2].[OH-]>[OH:18][C:17]1[C:4]2[N:3]=[C:2]([CH3:1])[N:6]([C:7]([O:9][C:10]([CH3:12])([CH3:13])[CH3:11])=[O:8])[C:5]=2[CH:14]=[C:15]([C:26]([O:28][CH3:29])=[O:27])[CH:16]=1 |f:2.3.4|. Procedure details: A mixture of 1-(1,1-dimethylethyl) 6-methyl 2-methyl-4-[(phenylmethyl)oxy]-1H-benzimidazole-1,6-dicarboxylate (12.1 g, crude, STEP 2) and 20% palladium hydroxide (6.0 g) in tetrahydrofuran (250 mL) was stirred under hydrogen gas for 2 hours. The resulted mixture was filtered through a pad of Celite, and the filtrate was concentrated in vacuum. The residue was washed with hexane/diethyl ether (10:1) to give the title compound as a white solid (3.02 g, 28% for 3 steps). The reactants are NC1=C(N=NN1C(CCCC1=CC=CC=C1)C)C(=O)N (5-amino-1-(1-methyl-4-phenyl-butyl)-1H-[1,2,3]triazole-4-carboxamide), ClC1=CC=C(C=C1)CC(=O)OC (methyl 4-chlorophenylacetate). Yields the product ClC1=CC=C(CC=2NC(C3=C(N2)N(N=N3)C(CCCC3=CC=CC=C3)C)=O)C=C1 (5-(4-Chloro-benzyl)-3-(1-methyl-4-phenyl-butyl)-3,6-dihydro-[1,2,3]triazolo[4,5-d]pyrimidin-7-one). RXN SMILES: [NH2:1][C:2]1[N:6]([CH:7]([CH3:17])[CH2:8][CH2:9][CH2:10][C:11]2[CH:16]=[CH:15][CH:14]=[CH:13][CH:12]=2)[N:5]=[N:4][C:3]=1[C:18]([NH2:20])=[O:19].[Cl:21][C:22]1[CH:27]=[CH:26][C:25]([CH2:28][C:29](OC)=O)=[CH:24][CH:23]=1>>[Cl:21][C:22]1[CH:27]=[CH:26][C:25]([CH2:28][C:29]2[NH:20][C:18](=[O:19])[C:3]3[N:4]=[N:5][N:6]([CH:7]([CH3:17])[CH2:8][CH2:9][CH2:10][C:11]4[CH:12]=[CH:13][CH:14]=[CH:15][CH:16]=4)[C:2]=3[N:1]=2)=[CH:24][CH:23]=1. Procedure: Analogously to the procedure of Example 5, the title compound is prepared from 1.0 g (3.8 mmol) of 5-amino-1-(1-methyl-4-phenyl-butyl)-1H-[1,2,3]triazole-4-carboxamide and 1.83 g (10.7 mmol) of methyl 4-chlorophenylacetate.